This data is from the Open Reaction Database (ORD), a public repository of structured organic reaction records. The task is: describe an organic reaction: reactants, conditions, products, and yield The reactants are C(O)([O-])=O.[Na+] (sodium hydrogen carbonate), OC1=NN(C=C1C(=O)OCC)C(=O)OC(C)(C)C (4-ethyl 1-tert-butyl 3-hydroxy-1H-pyrazole-1,4-dicarboxylate), COCCl (chloromethyl methyl ether), C(C)(C)N(C(C)C)CC (N,N-diisopropylethylamine). Solvent: O1CCCC1 (tetrahydrofuran). Run at time 2 hour. Yields the product COCOC1=NN(C=C1C(=O)OCC)C(=O)OC(C)(C)C (4-ethyl 1-tert-butyl 3-(methoxymethoxy)-1H-pyrazole-1,4-dicarboxylate). Yield: 20.0%. Reaction SMILES: [OH:1][C:2]1[C:6]([C:7]([O:9][CH2:10][CH3:11])=[O:8])=[CH:5][N:4]([C:12]([O:14][C:15]([CH3:18])([CH3:17])[CH3:16])=[O:13])[N:3]=1.[CH3:19][O:20][CH2:21]Cl.C(N(CC)C(C)C)(C)C.C(=O)([O-])O.[Na+]>O1CCCC1>[CH3:19][O:20][CH2:21][O:1][C:2]1[C:6]([C:7]([O:9][CH2:10][CH3:11])=[O:8])=[CH:5][N:4]([C:12]([O:14][C:15]([CH3:17])([CH3:16])[CH3:18])=[O:13])[N:3]=1 |f:3.4|. Procedure details: A mixture of 4-ethyl 1-tert-butyl 3-hydroxy-1H-pyrazole-1,4-dicarboxylate (30.75 g), chloromethyl methyl ether (4.56 mL), N,N-diisopropylethylamine (11.9 mL) and tetrahydrofuran (150 mL) was stirred at room temperature for 2 hrs. The reaction mixture was poured into saturated aqueous sodium hydrogen carbonate, and the mixture was extracted with ethyl acetate. The organic layer was washed with saturated brine, dried over anhydrous magnesium sulfate and concentrated. The residue was subjected to s... The reactants are C(C(=O)O)(=O)O.O=C1CCN1CC(=O)OC (4-oxo-1-azetidine acetic acid, methyl ester oxalate), C1(=CC=CC=C1)CC(=O)OC (methyl phenylacetate), CC1([C@@H](N2[C@H](S1)[C@@H](C2=O)NC(=O)CC=3C=CC=CC3)C(=O)O)C (penicillin G), [NH4+].[OH-] (NH4OH), P(O)(O)(O)=O (phosphoric acid), [NH4+].[OH-] (NH4OH). The solvent is O (water), O (water). Run at temperature 28 celsius, time 4 hour. The product is C1(=CC=CC=C1)CC(=O)N[C@H]1[C@H](N(C1=O)CC(=O)OC)CCC=1OC=CC1 ((2R, 3S)-3-Phenylacetylamino-2-[(2-furanyl)ethyl]-4-oxo-1-azetidine acetic acid, methyl ester). The yield is 41.1%. As a reaction SMILES: C(O)(=O)C(O)=O.[O:7]=[C:8]1[N:11]([CH2:12][C:13]([O:15][CH3:16])=[O:14])[CH2:10][CH2:9]1.[NH4+].[OH-].P(=O)(O)(O)O.[C:24]1([CH2:30][C:31]([O:33]C)=O)C=C[CH:27]=[CH:26][CH:25]=1.CC1(C)S[C@@H]2[C@H]([NH:44][C:45]([CH2:47][C:48]3[CH:49]=[CH:50][CH:51]=[CH:52][CH:53]=3)=[O:46])C(=O)N2[C@H]1C(O)=O>O>[C:48]1([CH2:47][C:45]([NH:44][C@@H:9]2[C:8](=[O:7])[N:11]([CH2:12][C:13]([O:15][CH3:16])=[O:14])[C@@H:10]2[CH2:27][CH2:26][C:25]2[O:33][CH:31]=[CH:30][CH:24]=2)=[O:46])[CH:53]=[CH:52][CH:51]=[CH:50][CH:49]=1 |f:0.1,2.3|. Procedure: A 4.00 gram sample (11.7 mmoles) of cis(racemic at 2 and 3 position) 3-amino-2-2-(2-furanyl)ethyl]-4-oxo-1-azetidine acetic acid, methyl ester oxalate was dissolved in 40 ml. of deionized water by adjusting the pH to 7.0 with concentrated NH4OH. After readjusting the pH to 6.0 with phosphoric acid, 1.41 grams (9.36 mmoles) of methyl phenylacetate was added and the temperature was maintained at 28° C. Milli-Q water washed Sclavo penicillin G amidase (84 I.U./gram of substrate; 7.18 I.U./mmole of ... The reactants are C(C)(=O)OCC(C(CBr)=O)(C)C (4-acetoxy-1-bromo-3,3-dimethylbutan-2-one), ClC1=CC=C(C=C1)O (4-chlorophenol), C([O-])([O-])=O.[K+].[K+] (potassium carbonate). The solvent is CC(=O)C (acetone), CC(=O)C (acetone). Product: C(C)(=O)OCC(C(COC1=CC=C(C=C1)Cl)=O)(C)C (4-acetoxy-1-(4-chlorophenoxy)-3,3-dimethyl-butan-2-one). Isolated yield 74.6%. Reaction SMILES: [C:1]([O:4][CH2:5][C:6]([CH3:12])([CH3:11])[C:7](=[O:10])[CH2:8]Br)(=[O:3])[CH3:2].[Cl:13][C:14]1[CH:19]=[CH:18][C:17]([OH:20])=[CH:16][CH:15]=1.C(=O)([O-])[O-].[K+].[K+]>CC(C)=O>[C:1]([O:4][CH2:5][C:6]([CH3:12])([CH3:11])[C:7](=[O:10])[CH2:8][O:20][C:17]1[CH:18]=[CH:19][C:14]([Cl:13])=[CH:15][CH:16]=1)(=[O:3])[CH3:2] |f:2.3.4|. Reported procedure: 170 g (0.72 mol) of 4-acetoxy-1-bromo-3,3-dimethylbutan-2-one in 200 ml of acetone were added dropwise, over the course of 100 minutes, to a suspension of 92.1 g (0.72 mol) of 4-chlorophenol and 108 g (0.72 mol) of potassium carbonate in 1,000 ml of acetone. After heating for 15 hours whilst stirring under reflux, the mixture was filtered and the filtrate was concentrated by distilling off the solvent in vacuo. The residue was taken up in 200 ml of methylene chloride and the solution was washed ... The reactants are C1(=CC=C(C=C1)S(=O)(=O)C[N+]#[C-])C (p-toluenesulfonylmethylisocyanide), CC(C)([O-])C.[K+] (potassium tert-butoxide), CC1=C(N=C(O1)C1=CC=CC=C1)COC1=CC=C(CN2N=C(C(=C2)C=O)C=2SC=CC2)C=C1 (1-[4-(5-methyl-2-phenyl-4-oxazolylmethoxy)benzyl]-3-(2-thienyl)-1H-pyrazole-4-carbaldehyde), [Cl-].[NH4+] (ammonium chloride). The solvent is CO (Methanol), C(OC)COC (dimethoxyethane), C(OC)COC (dimethoxyethane), C(OC)COC (dimethoxyethane). Reaction conditions: time 5 minute. Yields the product CC1=C(N=C(O1)C1=CC=CC=C1)COC1=CC=C(CN2N=C(C(=C2)CC#N)C=2SC=CC2)C=C1 ([1-[4-(5-methyl-2-phenyl-4-oxazolylmethoxy)benzyl]-3-(2-thienyl)-1H-pyrazol-4-yl]acetonitrile). Yield: 82.1%. As a reaction SMILES: C1(C)C=CC(S([CH2:10][N+:11]#[C-])(=O)=O)=CC=1.CC(C)([O-])C.[K+].[CH3:20][C:21]1[O:25][C:24]([C:26]2[CH:31]=[CH:30][CH:29]=[CH:28][CH:27]=2)=[N:23][C:22]=1[CH2:32][O:33][C:34]1[CH:52]=[CH:51][C:37]([CH2:38][N:39]2[CH:43]=[C:42]([CH:44]=O)[C:41]([C:46]3[S:47][CH:48]=[CH:49][CH:50]=3)=[N:40]2)=[CH:36][CH:35]=1.[Cl-].[NH4+]>C(COC)OC.CO>[CH3:20][C:21]1[O:25][C:24]([C:26]2[CH:27]=[CH:28][CH:29]=[CH:30][CH:31]=2)=[N:23][C:22]=1[CH2:32][O:33][C:34]1[CH:52]=[CH:51][C:37]([CH2:38][N:39]2[CH:43]=[C:42]([CH2:44][C:10]#[N:11])[C:41]([C:46]3[S:47][CH:48]=[CH:49][CH:50]=3)=[N:40]2)=[CH:36][CH:35]=1 |f:1.2,4.5|. Procedure: A solution of p-toluenesulfonylmethylisocyanide (0.95 g) in dimethoxyethane (10 ml) was added to a mixture of potassium tert-butoxide (1.01 g) and dimethoxyethane (10 ml) at −78° C., and the mixture was stirred for 5 minutes. A solution of 1-[4-(5-methyl-2-phenyl-4-oxazolylmethoxy)benzyl]-3-(2-thienyl)-1H-pyrazole-4-carbaldehyde (2.01 g) in dimethoxyethane (20 ml) was added to the mixture, and then stirred at the same temperature for 1 hour, and at room temperature for 1 hour. Methanol (40 ml) w...